From a dataset of the Open Reaction Database (ORD), a public repository of structured organic reaction records. describe an organic reaction: reactants, conditions, products, and yield The reactants are ClCCl, CN(C)c1ccncc1, CCCC(C)(F)C(=O)O, CCCCOc1ccc(-c2ncc(-c3ccc(O)cc3)cn2)cc1. Product: CCCCOc1ccc(-c2ncc(-c3ccc(OC(=O)C(C)(F)CCC)cc3)cn2)cc1. RXN SMILES: [CH2:43]([Cl:44])[Cl:45].[CH3:34][N:35]([CH3:36])[c:37]1[cH:38][cH:39][n:40][cH:41][cH:42]1.[F:25][C:26]([C:27](=[O:28])[OH:29])([CH2:30][CH2:31][CH3:32])[CH3:33].[OH:1][c:2]1[cH:3][cH:4][c:5](-[c:8]2[cH:9][n:10][c:11](-[c:14]3[cH:15][cH:16][c:17]([O:20][CH2:21][CH2:22][CH2:23][CH3:24])[cH:18][cH:19]3)[n:12][cH:13]2)[cH:6][cH:7]1>>[O:1]([c:2]1[cH:3][cH:4][c:5](-[c:8]2[cH:9][n:10][c:11](-[c:14]3[cH:15][cH:16][c:17]([O:20][CH2:21][CH2:22][CH2:23][CH3:24])[cH:18][cH:19]3)[n:12][cH:13]2)[cH:6][cH:7]1)[C:27]([C:26]([F:25])([CH2:30][CH2:31][CH3:32])[CH3:33])=[O:28]. Starting materials: C(C)(C)(C)OC(N[C@@H](C(CCl)=O)CC1=CC=CC=C1)=O ((R)-1-Benzyl-3-chloro-2-oxopropylcarbamic acid tert-butyl ester), [BH4-].[Na+] (NaBH4). Reaction conditions: temperature 0 celsius. Yield: 55.6%. Yields the product C(C)(C)(C)OC(N[C@@H]([C@H](CCl)O)CC1=CC=CC=C1)=O ((R,R) 1-Benzyl-3-chloro-2-hydroxypropylcarbamic acid tert-butyl ester). Solvent: C1CCOC1.O (THF water). Procedure: To a stirred solution of (R)-1-Benzyl-3-chloro-2-oxopropylcarbamic acid tert-butyl ester (8.0 g, 27 mmol) in THF/water (200 mL, 9/1, v/v) at 0° C. is added NaBH4 (1.23 g, 32 mmol). After 30 min the mixture is concentrated under reduced pressure and the residue is suspended in a mixture of water and ethyl acetate (1:1, v/v). This mixture is cooled to 0° C. and the pH is adjusted to ˜2 by the slow addition of 2M NaHSO4. The phases are separated and the organic layer is washed with water and brine,... Reaction SMILES: [C:1]([O:5][C:6](=[O:20])[NH:7][C@H:8]([CH2:13][C:14]1[CH:19]=[CH:18][CH:17]=[CH:16][CH:15]=1)[C:9](=[O:12])[CH2:10][Cl:11])([CH3:4])([CH3:3])[CH3:2].[BH4-].[Na+]>C1COCC1.O>[C:1]([O:5][C:6](=[O:20])[NH:7][C@H:8]([CH2:13][C:14]1[CH:15]=[CH:16][CH:17]=[CH:18][CH:19]=1)[C@@H:9]([OH:12])[CH2:10][Cl:11])([CH3:4])([CH3:2])[CH3:3] |f:1.2,3.4|. Procedure: To a solution of 3-ethynylphenol (1.18 g, 10.0 mmol) in acetone (30 mL) is added (bromomethyl)cyclopropane (1.02 mL, 10.0 mmol), sodium iodide (0.75 g, 5.0 mmol) and Cs2CO3 (6.52 g, 20.0 mmol) at room temperature. After refluxing over night, the reaction mixture is cooled, diluted with Et2O (300 mL) and pass through a thin layer of silica gel. The solution is concentrated. The resultant residue is purified by chromatography (silica gel, EtOAc/hexane: 1/99) to give the title compound (1.45 g, 84%... As a reaction SMILES: [C:1]([C:3]1[CH:4]=[C:5]([OH:9])[CH:6]=[CH:7][CH:8]=1)#[CH:2].Br[CH2:11][CH:12]1[CH2:14][CH2:13]1.[I-].[Na+].C([O-])([O-])=O.[Cs+].[Cs+]>CC(C)=O.CCOCC>[CH:12]1([CH2:11][O:9][C:5]2[CH:6]=[CH:7][CH:8]=[C:3]([C:1]#[CH:2])[CH:4]=2)[CH2:14][CH2:13]1 |f:2.3,4.5.6|. Isolated yield 84.2%. Solvent: CCOCC (Et2O), CC(=O)C (acetone). Starting materials: C(#C)C=1C=C(C=CC1)O (3-ethynylphenol), BrCC1CC1 ((bromomethyl)cyclopropane), [I-].[Na+] (sodium iodide), C(=O)([O-])[O-].[Cs+].[Cs+] (Cs2CO3). Yields the product C1(CC1)COC1=CC(=CC=C1)C#C (1-(cyclopropylmethoxy)-3-ethynylbenzene). Reactants: O=C1CCC(=O)N1Br, COC(=O)C1CC(n2cc(-c3cccc(OCc4ccccc4)c3)c3c(N)ncnc32)C1, CN(C)C=O. Yields the product COC(=O)C1CC(n2c(Br)c(-c3cccc(OCc4ccccc4)c3)c3c(N)ncnc32)C1. As a reaction SMILES: [Br:33][N:34]1[C:35](=[O:36])[CH2:37][CH2:38][C:39]1=[O:40].[CH3:1][O:2][C:3](=[O:4])[CH:5]1[CH2:6][CH:7]([n:9]2[cH:10][c:11](-[c:19]3[cH:20][c:21]([O:25][CH2:26][c:27]4[cH:28][cH:29][cH:30][cH:31][cH:32]4)[cH:22][cH:23][cH:24]3)[c:12]3[c:13]2[n:14][cH:15][n:16][c:17]3[NH2:18])[CH2:8]1.[CH3:41][N:42]([CH3:43])[CH:44]=[O:45]>>[CH3:1][O:2][C:3](=[O:4])[CH:5]1[CH2:6][CH:7]([n:9]2[c:10]([Br:33])[c:11](-[c:19]3[cH:20][c:21]([O:25][CH2:26][c:27]4[cH:28][cH:29][cH:30][cH:31][cH:32]4)[cH:22][cH:23][cH:24]3)[c:12]3[c:13]2[n:14][cH:15][n:16][c:17]3[NH2:18])[CH2:8]1. Starting materials: C(C)O (ethanol), OCCNCCN1CCN(CC1)C1=CC=C(C=C1)[N+](=O)[O-] (1-[2-(2-hydroxyethylamino)ethyl]-4-(4-nitrophenyl)piperazine), ClC1=CC(N(C(N1C)=O)C)=O (6-chloro-1,3-dimethyl-2,4(1H,3H)-pyrimidinedione). Run in C(C)N(CC)CC (triethylamine). Yields the product CN1C(N(C(C=C1N(CCO)CCN1CCN(CC1)C1=CC=C(C=C1)[N+](=O)[O-])=O)C)=O (1,3-dimethyl-6-{N-(2-hydroxyethyl)-2-[4-(4-nitrophenyl)piperazin-1-yl]ethylamino}-2,4(1H,3H)-pyrimidinedione). As a reaction SMILES: C(O)C.[OH:4][CH2:5][CH2:6][NH:7][CH2:8][CH2:9][N:10]1[CH2:15][CH2:14][N:13]([C:16]2[CH:21]=[CH:20][C:19]([N+:22]([O-:24])=[O:23])=[CH:18][CH:17]=2)[CH2:12][CH2:11]1.Cl[C:26]1[N:31]([CH3:32])[C:30](=[O:33])[N:29]([CH3:34])[C:28](=[O:35])[CH:27]=1>C(N(CC)CC)C>[CH3:32][N:31]1[C:26]([N:7]([CH2:8][CH2:9][N:10]2[CH2:11][CH2:12][N:13]([C:16]3[CH:21]=[CH:20][C:19]([N+:22]([O-:24])=[O:23])=[CH:18][CH:17]=3)[CH2:14][CH2:15]2)[CH2:6][CH2:5][OH:4])=[CH:27][C:28](=[O:35])[N:29]([CH3:34])[C:30]1=[O:33]. Procedure details: To 10 ml of ethanol were added 1.0 g of the thus obtained compound 75, 0.52 g of 6-chloro-1,3-dimethyl-2,4(1H,3H)-pyrimidinedione and 2 ml of triethylamine as starting materials, and the resulting mixture was treated in the same procedure as in Example 39-(2) to obtain 0.73 g of 1,3-dimethyl-6-{N-(2-hydroxyethyl)-2-[4-(4-nitrophenyl)piperazin-1-yl]ethylamino}-2,4(1H,3H)-pyrimidinedione. Reactants: CC(C)(C)OC(=O)N1CCNC(=O)C1, COC(=O)C=CC1CCN(C(=O)OCc2ccccc2)CC1, CC(C)(C)[O-], CCOC(C)=O, [K+], C1CCOC1. As a reaction SMILES: [C:23]([CH3:24])([CH3:25])([CH3:26])[O:27][C:28](=[O:29])[N:30]1[CH2:31][C:32](=[O:36])[NH:33][CH2:34][CH2:35]1.[CH2:1]([c:2]1[cH:3][cH:4][cH:5][cH:6][cH:7]1)[O:8][C:9](=[O:10])[N:11]1[CH2:12][CH2:13][CH:14]([CH:17]=[CH:18][C:19](=[O:20])[O:21][CH3:22])[CH2:15][CH2:16]1.[CH3:37][C:38]([CH3:39])([O-:40])[CH3:41].[CH3:48][CH2:49][O:50][C:51](=[O:52])[CH3:53].[K+:42].[O:43]1[CH2:44][CH2:45][CH2:46][CH2:47]1>>[CH2:1]([c:2]1[cH:3][cH:4][cH:5][cH:6][cH:7]1)[O:8][C:9](=[O:10])[N:11]1[CH2:12][CH2:13][CH:14]([CH:17]([CH2:18][C:19](=[O:20])[O:21][CH3:22])[N:33]2[C:32](=[O:36])[CH2:31][N:30]([C:28]([O:27][C:23]([CH3:24])([CH3:25])[CH3:26])=[O:29])[CH2:35][CH2:34]2)[CH2:15][CH2:16]1. Product: COC(=O)CC(C1CCN(C(=O)OCc2ccccc2)CC1)N1CCN(C(=O)OC(C)(C)C)CC1=O. The reactants are CC(C)(C)ON=O, CC#N, [Cl-], Nc1c([N+](=O)[O-])ccc(Sc2ccc(F)cc2)c1F. Product: O=[N+]([O-])c1ccc(Sc2ccc(F)cc2)c(F)c1Cl. RXN SMILES: [C:20]([O:21][N:22]=[O:23])([CH3:24])([CH3:25])[CH3:26].[CH3:28][C:29]#[N:30].[Cl-:27].[NH2:1][c:2]1[c:3]([N+:17](=[O:18])[O-:19])[cH:4][cH:5][c:6]([S:9][c:10]2[cH:11][cH:12][c:13]([F:16])[cH:14][cH:15]2)[c:7]1[F:8]>>[c:2]1([Cl:27])[c:3]([N+:17](=[O:18])[O-:19])[cH:4][cH:5][c:6]([S:9][c:10]2[cH:11][cH:12][c:13]([F:16])[cH:14][cH:15]2)[c:7]1[F:8]. Starting materials: Nc1ccc2c(c1)OCO2, CCO, CCOc1cc2ncc(C#N)c(Cl)c2cc1OCC, [Na+], [Na+], O=C([O-])[O-], O. Product: CCOc1cc2ncc(C#N)c(Nc3ccc4c(c3)OCO4)c2cc1OCC. Reaction SMILES: [CH2:20]1[O:21][c:22]2[cH:23][c:24]([NH2:25])[cH:26][cH:27][c:28]2[O:29]1.[CH3:37][CH2:38][OH:39].[Cl:1][c:2]1[c:3]([C:18]#[N:19])[cH:4][n:5][c:6]2[cH:7][c:8]([O:15][CH2:16][CH3:17])[c:9]([O:12][CH2:13][CH3:14])[cH:10][c:11]12.[Na+:30].[Na+:31].[O-:32][C:33](=[O:34])[O-:35].[OH2:36]>>[c:2]1([NH:25][c:24]2[cH:23][c:22]3[c:28]([cH:27][cH:26]2)[O:29][CH2:20][O:21]3)[c:3]([C:18]#[N:19])[cH:4][n:5][c:6]2[cH:7][c:8]([O:15][CH2:16][CH3:17])[c:9]([O:12][CH2:13][CH3:14])[cH:10][c:11]12. Reaction SMILES: [CH2:1]([CH3:2])[N:3]([CH2:4][CH2:5][CH2:6][N:7]([C:8](=[O:9])[NH:10][c:11]1[n:12][cH:13][cH:14][c:15]([O:17][c:18]2[c:19]([F:25])[cH:20][c:21]([NH2:24])[cH:22][cH:23]2)[cH:16]1)[CH3:26])[CH2:27][CH3:28].[CH3:41][CH2:42][O:43][CH2:44][CH3:45].[CH3:46][CH2:47][CH2:48][CH2:49][CH2:50][CH3:51].[CH3:92][CH2:93][O:94][C:95](=[O:96])[CH3:97].[F:57][c:58]1[cH:59][c:60]([NH:61][C:62]([NH:63][C:64](=[O:65])[CH2:66][c:67]2[cH:68][cH:69][cH:70][cH:71][cH:72]2)=[S:73])[cH:74][cH:75][c:76]1[O:77][c:78]1[n:79][cH:80][n:81][c:82]([NH:83][C:84]([N:85]2[CH2:86][CH2:87][CH2:88][CH2:89]2)=[O:90])[cH:91]1.[O:52]1[CH2:53][CH2:54][CH2:55][CH2:56]1.[c:29]1([CH2:35][C:36](=[O:37])[N:38]=[C:39]=[O:40])[cH:30][cH:31][cH:32][cH:33][cH:34]1>>[CH2:1]([CH3:2])[N:3]([CH2:4][CH2:5][CH2:6][N:7]([C:8](=[O:9])[NH:10][c:11]1[n:12][cH:13][cH:14][c:15]([O:17][c:18]2[c:19]([F:25])[cH:20][c:21]([NH:24][C:39]([NH:38][C:36]([CH2:35][c:29]3[cH:30][cH:31][cH:32][cH:33][cH:34]3)=[O:37])=[O:40])[cH:22][cH:23]2)[cH:16]1)[CH3:26])[CH2:27][CH3:28]. Starting materials: CCN(CC)CCCN(C)C(=O)Nc1cc(Oc2ccc(N)cc2F)ccn1, CCOCC, CCCCCC, CCOC(C)=O, O=C(Cc1ccccc1)NC(=S)Nc1ccc(Oc2cc(NC(=O)N3CCCC3)ncn2)c(F)c1, C1CCOC1, O=C=NC(=O)Cc1ccccc1. The product is CCN(CC)CCCN(C)C(=O)Nc1cc(Oc2ccc(NC(=O)NC(=O)Cc3ccccc3)cc2F)ccn1.